Dataset: the Open Reaction Database (ORD), a public repository of structured organic reaction records. Task: describe an organic reaction: reactants, conditions, products, and yield Starting materials: Cl (hydrochloric acid), C1(CC1)CO (Cyclopropylmethanol), [H-].[Na+] (sodium hydride), FC1=NC=C(C(=O)O)C(=C1)C (6-fluoro-4-methylnicotinic acid). Solvent: C1CCOC1 (THF). Reaction conditions: time 1 hour. Yields the product C1(CC1)COC1=NC=C(C(=O)O)C(=C1)C (6-(cyclopropylmethoxy)-4-methylnicotinic Acid). As a reaction SMILES: [CH:1]1([CH2:4][OH:5])[CH2:3][CH2:2]1.[H-].[Na+].F[C:9]1[CH:17]=[C:16]([CH3:18])[C:12]([C:13]([OH:15])=[O:14])=[CH:11][N:10]=1.Cl>C1COCC1>[CH:1]1([CH2:4][O:5][C:9]2[CH:17]=[C:16]([CH3:18])[C:12]([C:13]([OH:15])=[O:14])=[CH:11][N:10]=2)[CH2:3][CH2:2]1 |f:1.2|. Reported procedure: Cyclopropylmethanol (3.92 mL) was added to a suspension of sodium hydride (60% oil, 1.93 g) in THF (30 mL) by small portions at 0° C., and the obtained mixture was stirred at room temperature for 1 hr. To the reaction mixture was added 6-fluoro-4-methylnicotinic acid, and the mixture was stirred at room temperature for 20 hr. The reaction mixture was neutralized with 1 M hydrochloric acid, and the mixture was extracted with ethyl acetate. The obtained organic layer was washed with saturated brin... Starting materials: Cc1ccccc1B(O)O (effective_coupling_partner), COc2ccc(Oc1nc(OC)nc(OC)n1)cc2 (substrate). The reagents and catalysts are dppf. Run at temperature 110 celsius, time 24 hour. Yields the product COc2ccc(c1ccccc1C)cc2. The reactants are C(C)OC(=O)C1=NC=CC=C1OCC(=O)OCC (Ethyl 2-(2-ethoxycarbonyl-3-pyridyloxy)acetate), [O-]CC.[Na+] (sodium ethoxide). Run in C1(=CC=CC=C1)C (toluene). Yields the product OC1=C(OC=2C1=NC=CC2)C(=O)OCC (ethyl 3-hydroxyfuro[3,2-b]pyridine-2-carboxylate). Yield: 62.6%. RXN SMILES: C([O:3][C:4]([C:6]1[C:11]([O:12][CH2:13][C:14]([O:16][CH2:17][CH3:18])=[O:15])=[CH:10][CH:9]=[CH:8][N:7]=1)=O)C.[O-]CC.[Na+]>C1(C)C=CC=CC=1>[OH:3][C:4]1[C:6]2=[N:7][CH:8]=[CH:9][CH:10]=[C:11]2[O:12][C:13]=1[C:14]([O:16][CH2:17][CH3:18])=[O:15] |f:1.2|. Reported procedure: Ethyl 2-(2-ethoxycarbonyl-3-pyridyloxy)acetate (13.6 g, 54.0 mmol) and sodium ethoxide (8.08 g, 118.8 mmol) in toluene (200 mL) were heated under reflux for 18 h. After cooling, a precipitate was collected by filtration, dissolved in the minimum amount of hot water (about 300 mL), and acidified with acetic acid (6 mL). The resulting precipitate was filtered, and dried in vacuo to give ethyl 3-hydroxyfuro[3,2-b]pyridine-2-carboxylate as a solid (7.0 g).